Dataset: the Open Reaction Database (ORD), a public repository of structured organic reaction records. Task: describe an organic reaction: reactants, conditions, products, and yield Reactants: CC(=O)OC(C)=O, CC(=O)[O-], COC(=O)C(N)Cc1ccccc1, CC(=O)O, Cl, O=C(O)CC(NC(=O)C(F)(F)F)C(=O)O, [Na+]. Yields the product COC(=O)C(Cc1ccccc1)NC(=O)C(CC(=O)O)NC(=O)C(F)(F)F. RXN SMILES: [CH3:16][C:17]([O:18][C:19](=[O:20])[CH3:21])=[O:22].[CH3:24][C:25](=[O:26])[O-:27].[CH3:29][O:30][C:31]([CH:32]([NH2:33])[CH2:34][c:35]1[cH:36][cH:37][cH:38][cH:39][cH:40]1)=[O:41].[CH3:42][C:43](=[O:44])[OH:45].[ClH:28].[F:1][C:2]([C:3](=[O:4])[NH:5][CH:6]([CH2:7][C:8](=[O:9])[OH:10])[C:11](=[O:12])[OH:13])([F:14])[F:15].[Na+:23]>>[F:1][C:2]([C:3](=[O:4])[NH:5][CH:6]([CH2:7][C:8](=[O:9])[OH:10])[C:11](=[O:13])[NH:33][CH:32]([C:31]([O:30][CH3:29])=[O:41])[CH2:34][c:35]1[cH:36][cH:37][cH:38][cH:39][cH:40]1)([F:14])[F:15]. Reaction SMILES: [N:1]1([C:8]2[N:13]=[C:12]([CH:14]3[CH2:16][CH2:15]3)C=[C:10]([N:17]3[CH2:20][CH:19](OS(C)(=O)=O)[CH2:18]3)[C:9]=2[CH3:26])[CH2:7][CH2:6][CH2:5][CH2:4][CH2:3][CH2:2]1.[C-]#[N:28].[Na+].C[N:31]([CH3:34])C=O>>[N:1]1([C:8]2[N:13]=[C:12]([CH:14]3[CH2:16][CH2:15]3)[N:28]=[C:10]([N:17]3[CH2:20][CH:19]([C:34]#[N:31])[CH2:18]3)[C:9]=2[CH3:26])[CH2:7][CH2:6][CH2:5][CH2:4][CH2:3][CH2:2]1 |f:1.2|. Reported procedure: A mixture of methanesulfonic acid 1-(6-azepan-1-yl-2-cyclopropyl-5-methyl-pyrimidin-4-yl)-azetidin-3-yl ester 190 (0.3 g, 0.8 mmol) and sodium cyanide (0.047 g, 1.0 mmol) in N,N-dimethylformamide (5 ml) is heated at 120° C. for 24 hours. The mixture is then cooled and concentrated in vacuo. The mixture is diluted with dichloromethane and washed two times with water. The combined organic layers are dried over magnesium sulfate and concentrated in vacuo to afford 0.4 g of a crude mixture, which is... Starting materials: N1(CCCCCC1)C1=C(C(=CC(=N1)C1CC1)N1CC(C1)OS(=O)(=O)C)C (methanesulfonic acid 1-(6-azepan-1-yl-2-cyclopropyl-5-methyl-pyridin-4-yl)-azetidin-3-yl ester), [C-]#N.[Na+] (sodium cyanide), CN(C=O)C (N,N-dimethylformamide). The product is N1(CCCCCC1)C1=C(C(=NC(=N1)C1CC1)N1CC(C1)C#N)C (1-[6-azepan-1-yl-2-cyclopropyl-5-methyl-pyrimidin-4-yl]-azetidine-3-carbonitrile). The yield is 60.0%. Reaction conditions: temperature 120 celsius. RXN SMILES: ClC1N2C(=[O:11])NN=C2C(C2C=CC(Cl)=CC=2)=C(C2C=CC(Cl)=CC=2)N=1.[Cl-].I[CH2:28][CH3:29].[Cl:30][C:31]1[CH:36]=[CH:35][C:34]([C:37]2[N:42]=[C:41]([N:43]3[CH2:46][C:45](NCC)([C:47](N)=[O:48])[CH2:44]3)[N:40]3[C:53](=[O:58])[N:54]([CH2:56][CH3:57])[N:55]=[C:39]3[C:38]=2[C:59]2[CH:64]=[CH:63][C:62]([Cl:65])=[CH:61][CH:60]=2)=[CH:33][CH:32]=1>>[Cl:30][C:31]1[CH:32]=[CH:33][C:34]([C:37]2[N:42]=[C:41]([N:43]3[CH2:44][CH:45]([C:47]([O:48][CH2:28][CH3:29])=[O:11])[CH2:46]3)[N:40]3[C:53](=[O:58])[N:54]([CH2:56][CH3:57])[N:55]=[C:39]3[C:38]=2[C:59]2[CH:60]=[CH:61][C:62]([Cl:65])=[CH:63][CH:64]=2)=[CH:35][CH:36]=1. The reactants are ICC (iodoethane), ClC1=CC=C(C=C1)C1=C(C=2N(C(=N1)N1CC(C1)(C(=O)N)NCC)C(N(N2)CC)=O)C2=CC=C(C=C2)Cl (1-(7,8-bis(4-chlorophenyl)-2-ethyl-3-oxo-2,3-dihydro-[1,2,4]triazolo[4,3-c]pyrimidin-5-yl)-3-(ethylamino)azetidine-3-carboxamide), ClC1=NC(=C(C=2N1C(NN2)=O)C2=CC=C(C=C2)Cl)C2=CC=C(C=C2)Cl (5-chloro-7,8-bis(4-chlorophenyl)-[1,2,4]triazolo[4,3-c]pyrimidin-3(2H)-one), [Cl-] (chloride), amine. The product is ClC1=CC=C(C=C1)C1=C(C=2N(C(=N1)N1CC(C1)C(=O)OCC)C(N(N2)CC)=O)C2=CC=C(C=C2)Cl (ethyl 1-(7,8-bis(4-chlorophenyl)-2-ethyl-3-oxo-2,3-dihydro-[1,2,4]triazolo[4,3-c]pyrimidin-5-yl)azetidine-3-carboxylate). Procedure: The title compound was prepared in two steps from 5-chloro-7,8-bis(4-chlorophenyl)-[1,2,4]triazolo[4,3-c]pyrimidin-3(2H)-one by nucleophilic displacement of chloride with the requisite amine, followed by alkylation with iodoethane, in a manner analogous to that in which 1-(7,8-bis(4-chlorophenyl)-2-ethyl-3-oxo-2,3-dihydro-[1,2,4]triazolo[4,3-c]pyrimidin-5-yl)-3-(ethylamino)azetidine-3-carboxamide was prepared. HPLC/MS: retention time=4.440 min, [M+H]30 =512. The reagents and catalysts are [Br-].C(CCC)[N+](CCCC)(CCCC)CCCC (tetrabutylammonium bromide). The reactants are [OH-].[K+] (potassium hydroxide), SC=1SC(=NN1)C1=NC=CN=C1 (2-mercapto-5-pyrazin-2-yl-1,3,4-thiadiazole), [I-].[K+] (potassium iodide), FCF (difluoromethane). Procedure: To a solution of 6.2 g of 85% potassium hydroxide in 18 ml of water is added a solution of 6 g (0.03 mol) of 2-mercapto-5-pyrazin-2-yl-1,3,4-thiadiazole in 90 ml of dioxane. Then 0.2 g of potassium iodide and 0.2 g of tetrabutylammonium bromide are added to the reaction mixture and 13 g of gaseous difluoromethane are introduced over 6 hours at 22° to 37° C. After evaporating off the dioxane, the reaction mixture is diluted with ethyl acetate, the aqueous phase is separated and the organic soluti... Yield: 4223.2%. Solvent: O (water), O1CCOCC1 (dioxane). Product: FC(SC=1SC(=NN1)C1=NC=CN=C1)F (2-Difluoromethylthio-5-pyrazin-2-yl-1,3,4-thiadiazole). Reaction SMILES: [OH-].[K+].[SH:3][C:4]1[S:5][C:6]([C:9]2[CH:14]=[N:13][CH:12]=[CH:11][N:10]=2)=[N:7][N:8]=1.[I-].[K+].[F:17][CH2:18][F:19]>O.O1CCOCC1.[Br-].C([N+](CCCC)(CCCC)CCCC)CCC>[F:17][CH:18]([F:19])[S:3][C:4]1[S:5][C:6]([C:9]2[CH:14]=[N:13][CH:12]=[CH:11][N:10]=2)=[N:7][N:8]=1 |f:0.1,3.4,8.9|.